From a dataset of the Open Reaction Database (ORD), a public repository of structured organic reaction records. describe an organic reaction: reactants, conditions, products, and yield Reaction conditions: temperature -25 celsius. Procedure details: A solution of 1.6 g (15.8 mMoles) of diisopropylamine in 50 ml of dry THF was stirred under a nitrogen blanket and cooled to -25° C. The reaction solution was then diluted by the addition of 9.6 ml of a 1.6 Molar hexane solution of n-butyl lithium. The reaction mixture was stirred for twenty minutes at -25° C., and then was cooled to -70° C. and diluted by the dropwise addition of a solution of 1.7 g (13 mMoles) of thieno[3,2-c]pyridine in 50 ml of THF (temperature was maintained at -70° to -65°... RXN SMILES: C(NC(C)C)(C)C.C([Li])CCC.[S:13]1[C:21]2[CH:20]=[CH:19][N:18]=[CH:17][C:16]=2[CH:15]=[CH:14]1.S1C2C=CC=NC=2C=C1.C1C[O:34][CH2:33]C1>O.CN(C)C=O.CCCCCC>[CH:33]([C:14]1[S:13][C:21]2[CH:20]=[CH:19][N:18]=[CH:17][C:16]=2[CH:15]=1)=[O:34]. Run in CN(C=O)C (N,N-dimethylformamide), O (water), CCCCCC (hexane). Starting materials: C1CCOC1 (THF), S1C=CC=2C=NC=CC21 (thieno[3,2-c]pyridine), C1CCOC1 (THF), C(CCC)[Li] (n-butyl lithium), C(C)(C)NC(C)C (diisopropylamine), C1CCOC1 (THF), S1C=CC2=C1C=CC=N2 (thienopyridine). Product: C(=O)C1=CC=2C=NC=CC2S1 (2-formylthieno[3,2-c]pyridine). The reactants are COCCCCCOC1CCN(C(=O)OC(C)(C)C)CC1, CCOC(C)=O. The product is COCCCCCOC1CCNCC1. RXN SMILES: [CH3:1][O:2][CH2:3][CH2:4][CH2:5][CH2:6][CH2:7][O:8][CH:9]1[CH2:10][CH2:11][N:12]([C:15]([O:16][C:17]([CH3:18])([CH3:19])[CH3:20])=[O:21])[CH2:13][CH2:14]1.[CH3:22][CH2:23][O:24][C:25](=[O:26])[CH3:27]>>[CH3:1][O:2][CH2:3][CH2:4][CH2:5][CH2:6][CH2:7][O:8][CH:9]1[CH2:10][CH2:11][NH:12][CH2:13][CH2:14]1. Starting materials: Cc1cc(Cl)cnc1CNC1CCN(C(=O)OC(C)(C)C)CC1, CC(C)(c1ccccc1)c1cccnc1C=O, ClCCl. Product: Cc1cc(Cl)cnc1CN(Cc1ncccc1C(C)(C)c1ccccc1)C1CCN(C(=O)OC(C)(C)C)CC1. Reaction SMILES: [C:18]([CH3:19])([CH3:20])([CH3:21])[O:22][C:23](=[O:24])[N:25]1[CH2:26][CH2:27][CH:28]([NH:31][CH2:32][c:33]2[n:34][cH:35][c:36]([Cl:40])[cH:37][c:38]2[CH3:39])[CH2:29][CH2:30]1.[CH3:1][C:2]([CH3:3])([c:4]1[cH:5][cH:6][cH:7][cH:8][cH:9]1)[c:10]1[c:11]([CH:16]=[O:17])[n:12][cH:13][cH:14][cH:15]1.[Cl:41][CH2:42][Cl:43]>>[CH3:1][C:2]([CH3:3])([c:4]1[cH:5][cH:6][cH:7][cH:8][cH:9]1)[c:10]1[c:11]([CH2:16][N:31]([CH:28]2[CH2:27][CH2:26][N:25]([C:23]([O:22][C:18]([CH3:19])([CH3:20])[CH3:21])=[O:24])[CH2:30][CH2:29]2)[CH2:32][c:33]2[n:34][cH:35][c:36]([Cl:40])[cH:37][c:38]2[CH3:39])[n:12][cH:13][cH:14][cH:15]1.